From a dataset of the Open Reaction Database (ORD), a public repository of structured organic reaction records. describe an organic reaction: reactants, conditions, products, and yield The reactants are N1(C=NC=C1)C1=C(C(=O)O)C=C(C=C1)C (2-(1H-imidazol-1-yl)-5-methylbenzoic acid), C[C@@H]1[C@@H](NCCC1)CNC1=NC=C(C=C1)C(F)(F)F (rac-cis-N-((3-methylpiperidin-2-yl)methyl)-5-(trifluoromethyl)pyridin-2-amine). Yields the product N1(C=NC=C1)C1=C(C=C(C=C1)C)C(=O)N1[C@H]([C@H](CCC1)C)CNC1=NC=C(C=C1)C(F)(F)F (rac-cis-(2-(1H-Imidazol-1-yl)-5-methylphenyl)(3-methyl-2-(((5-(trifluoromethyl)pyridin-2-yl)amino)methyl)piperidin-1-yl)methanone). Reaction SMILES: [N:1]1([C:6]2[CH:14]=[CH:13][C:12]([CH3:15])=[CH:11][C:7]=2[C:8]([OH:10])=O)[CH:5]=[CH:4][N:3]=[CH:2]1.[CH3:16][C@H:17]1[CH2:22][CH2:21][CH2:20][NH:19][C@H:18]1[CH2:23][NH:24][C:25]1[CH:30]=[CH:29][C:28]([C:31]([F:34])([F:33])[F:32])=[CH:27][N:26]=1>>[N:1]1([C:6]2[CH:14]=[CH:13][C:12]([CH3:15])=[CH:11][C:7]=2[C:8]([N:19]2[CH2:20][CH2:21][CH2:22][C@H:17]([CH3:16])[C@@H:18]2[CH2:23][NH:24][C:25]2[CH:30]=[CH:29][C:28]([C:31]([F:34])([F:32])[F:33])=[CH:27][N:26]=2)=[O:10])[CH:5]=[CH:4][N:3]=[CH:2]1. Reported procedure: The title compound was synthesized following the same general protocol as described in Example 11 using 2-(1H-imidazol-1-yl)-5-methylbenzoic acid and rac-cis-N-((3-methylpiperidin-2-yl)methyl)-5-(trifluoromethyl)pyridin-2-amine. ESI-MS (m/z): 458, [M+1]+.